From a dataset of the Open Reaction Database (ORD), a public repository of structured organic reaction records. describe an organic reaction: reactants, conditions, products, and yield Reactants: O=C([O-])[O-], CI, CC(C)=O, [K+], [K+], CCOC(=O)C1CCCC1=O. Product: CCOC(=O)C1(C)CCCC1=O. RXN SMILES: [C:12](=[O:13])([O-:14])[O-:15].[CH3:18][I:19].[CH3:20][C:21](=[O:22])[CH3:23].[K+:16].[K+:17].[O:1]=[C:2]1[CH:3]([C:7](=[O:8])[O:9][CH2:10][CH3:11])[CH2:4][CH2:5][CH2:6]1>>[O:1]=[C:2]1[C:3]([C:7](=[O:8])[O:9][CH2:10][CH3:11])([CH3:12])[CH2:4][CH2:5][CH2:6]1. Procedure details: A suspension of 1.44 g (8.53 mmoles) of 2-amino-6-chloropurine in 34 ml of anhydrous dimethylformamide under a nitrogen blanket was treated with 203 mg (8.53 mmoles, 340 mg of 60% dispersion in mineral oil) of sodium hydride. After twenty minutes the reaction mixture became a solution and 1.92 g (8.53 mmoles) of chloromethyl 1,3-diacetoxy-2-propyl ether in about 7 ml of anhydrous dimethylformamide was added. The reaction was monitored by t.1.c. on silica in a 90:10:1 (CHCl3 :CH3OH:H2O) system to... Isolated yield 7.2%. Reactants: C(C)(=O)OCC(COC(C)=O)OCCl (chloromethyl 1,3-diacetoxy-2-propyl ether), NC1=NC(=C2NC=NC2=N1)Cl (2-amino-6-chloropurine), [H-].[Na+] (sodium hydride), C(Cl)(Cl)Cl (CHCl3). RXN SMILES: [NH2:1][C:2]1[N:10]=[C:9]2[C:5]([NH:6][CH:7]=[N:8]2)=[C:4]([Cl:11])[N:3]=1.[H-].[Na+].[C:14]([O:17][CH2:18][CH:19]([O:25][CH2:26]Cl)[CH2:20][O:21][C:22](=[O:24])[CH3:23])(=[O:16])[CH3:15].C(Cl)(Cl)Cl>CN(C)C=O.O.CO>[C:22]([O:21][CH2:20][CH:19]([O:25][CH2:26][N:8]1[CH:7]=[N:6][C:5]2[C:9]1=[N:10][C:2]([NH2:1])=[N:3][C:4]=2[Cl:11])[CH2:18][O:17][C:14](=[O:16])[CH3:15])(=[O:24])[CH3:23] |f:1.2|. The product is C(C)(=O)OCC(COC(C)=O)OCN1C2=NC(=NC(=C2N=C1)Cl)N (9-(1,3-Diacetoxy-2-propoxymethyl)-2-amino-6-chloropurine). The solvent is CO (CH3OH), CN(C=O)C (dimethylformamide), O (H2O), CN(C=O)C (dimethylformamide). The reactants are C(C)(C)(C)C1=CC(=NO1)NC(=O)NCC1=CC=C(C=C1)C1=CN=C2N1C=CC(=C2)C=2C=NC(=CC2)OC (1-(5-tert-butyl-isoxazol-3-yl)-3-{4-[7-(6-methoxy-pyridin-3-yl)-imidazo[1,2-a]pyridin-3-yl]-benzyl}-urea). Run in Br (HBr). Run at temperature 80 celsius, time 8 hour. Yields the product C(C)(C)(C)C1=CC(=NO1)NC(=O)NCC1=CC=C(C=C1)C1=CN=C2N1C=CC(=C2)C2=CNC(C=C2)=O (1-(5-tert-Butyl-isoxazol-3-yl)-3-{4-[7-(6-oxo-1,6-dihydro-pyridin-3-yl)-imidazo[1,2-a]pyridin-3-yl]-benzyl}-urea). Yield: 39.4%. As a reaction SMILES: [C:1]([C:5]1[O:9][N:8]=[C:7]([NH:10][C:11]([NH:13][CH2:14][C:15]2[CH:20]=[CH:19][C:18]([C:21]3[N:25]4[CH:26]=[CH:27][C:28]([C:30]5[CH:31]=[N:32][C:33]([O:36]C)=[CH:34][CH:35]=5)=[CH:29][C:24]4=[N:23][CH:22]=3)=[CH:17][CH:16]=2)=[O:12])[CH:6]=1)([CH3:4])([CH3:3])[CH3:2]>Br>[C:1]([C:5]1[O:9][N:8]=[C:7]([NH:10][C:11]([NH:13][CH2:14][C:15]2[CH:16]=[CH:17][C:18]([C:21]3[N:25]4[CH:26]=[CH:27][C:28]([C:30]5[CH:35]=[CH:34][C:33](=[O:36])[NH:32][CH:31]=5)=[CH:29][C:24]4=[N:23][CH:22]=3)=[CH:19][CH:20]=2)=[O:12])[CH:6]=1)([CH3:4])([CH3:2])[CH3:3]. Reported procedure: Dissolve 1-(5-tert-butyl-isoxazol-3-yl)-3-{4-[7-(6-methoxy-pyridin-3-yl)-imidazo[1,2-a]pyridin-3-yl]-benzyl}-urea (0.408 g, 0.82 mmol, 1.0 eq.) in HBr (˜48%, 4 mL) and stir at 80° C. overnight under nitrogen. Evaporate the reaction mixture under vacuum and purify in four steps: 1) flash SCX, 2) reverse phase HPLC The mixture is purified via reversed phase C18 column HPLC employing a gradient of 5 to 65% acetonitrile vs 0.03% aqueous HCl, 3) flash SCX, and 4) silica gel chromatography using a 0-1... Reactants: COC1=C(C(=CC(=C1)OC)C)C1=CC=CC=2N1N=C(C2NC(OC(C)(C)C)=O)OC (tert-butyl N-[7-(2,4-dimethoxy-6-methylphenyl)-2-methoxypyrazolo[1,5-a]pyridin-3-yl]carbamate), [H-].[Na+] (sodium hydride), O (Water), O1C(CCC1)CCl (2-tetrahydrofuranylmethyl chloride). Run in CN(C=O)C (N,N-dimethylformamide), C(C)(=O)OCC (ethyl acetate). Run at temperature 60 celsius, time 3 hour. Product: COC1=C(C(=CC(=C1)OC)C)C1=CC=CC=2N1N=C(C2N(C(OC(C)(C)C)=O)CC2OCCC2)OC (tert-butyl N-[7-(2,4-dimethoxy-6-methylphenyl)-2-methoxypyrazolo[1,5-a]pyridin-3-yl]-N-tetrahydro-2-furanylmethylcarbamate). As a reaction SMILES: [CH3:1][O:2][C:3]1[CH:8]=[C:7]([O:9][CH3:10])[CH:6]=[C:5]([CH3:11])[C:4]=1[C:12]1[N:17]2[N:18]=[C:19]([O:29][CH3:30])[C:20]([NH:21][C:22](=[O:28])[O:23][C:24]([CH3:27])([CH3:26])[CH3:25])=[C:16]2[CH:15]=[CH:14][CH:13]=1.[H-].[Na+].[O:33]1[CH2:37][CH2:36][CH2:35][CH:34]1[CH2:38]Cl.O>CN(C)C=O.C(OCC)(=O)C>[CH3:1][O:2][C:3]1[CH:8]=[C:7]([O:9][CH3:10])[CH:6]=[C:5]([CH3:11])[C:4]=1[C:12]1[N:17]2[N:18]=[C:19]([O:29][CH3:30])[C:20]([N:21]([CH2:38][CH:34]3[CH2:35][CH2:36][CH2:37][O:33]3)[C:22](=[O:28])[O:23][C:24]([CH3:27])([CH3:25])[CH3:26])=[C:16]2[CH:15]=[CH:14][CH:13]=1 |f:1.2|. Procedure: After dissolving tert-butyl N-[7-(2,4-dimethoxy-6-methylphenyl)-2-methoxypyrazolo[1,5-a]pyridin-3-yl]carbamate (50 mg) in N,N-dimethylformamide (2 mL), sodium hydride (60%, 15 mg) was added while cooling on ice, and then 2-tetrahydrofuranylmethyl chloride (16 μL) was added and the mixture was stirred for 3 hours at 60° C. under a nitrogen stream. Water was added to the reaction mixture, extraction was performed with ethyl acetate and the extract was washed with brine. After drying over anhydrous... The reactants are [Al+3], ClCCl, CC(=O)Cl, [Cl-], [Cl-], [Cl-], CC1(C)CCSc2c(Cl)ccc(Cl)c21, O. The product is CC(=O)c1cc(Cl)c2c(c1Cl)C(C)(C)CCS2. As a reaction SMILES: [Al+3:2].[CH2:24]([Cl:25])[Cl:26].[CH3:5][C:6]([Cl:7])=[O:8].[Cl-:1].[Cl-:3].[Cl-:4].[Cl:9][c:10]1[c:11]2[c:16]([c:17]([Cl:20])[cH:18][cH:19]1)[S:15][CH2:14][CH2:13][C:12]2([CH3:21])[CH3:22].[OH2:23]>>[CH3:5][C:6](=[O:8])[c:19]1[c:10]([Cl:9])[c:11]2[c:16]([c:17]([Cl:20])[cH:18]1)[S:15][CH2:14][CH2:13][C:12]2([CH3:21])[CH3:22]. Starting materials: O=C([O-])[O-], CC#N, OCCI, [K+], [K+], Oc1c(OC(F)(F)F)cccc1C1CCNCC1. Product: OCCN1CCC(c2cccc(OC(F)(F)F)c2O)CC1. RXN SMILES: [C:19](=[O:20])([O-:21])[O-:22].[CH3:29][C:30]#[N:31].[I:25][CH2:26][CH2:27][OH:28].[K+:23].[K+:24].[NH:1]1[CH2:2][CH2:3][CH:4]([c:7]2[c:8]([OH:18])[c:9]([O:13][C:14]([F:15])([F:16])[F:17])[cH:10][cH:11][cH:12]2)[CH2:5][CH2:6]1>>[N:1]1([CH2:26][CH2:27][OH:28])[CH2:2][CH2:3][CH:4]([c:7]2[c:8]([OH:18])[c:9]([O:13][C:14]([F:15])([F:16])[F:17])[cH:10][cH:11][cH:12]2)[CH2:5][CH2:6]1. The reactants are Cc1ccc2c(c1)N(CC(=O)C(C)(C)C)C(=O)C(NC(=O)OC(C)(C)C)CN2c1ccccc1, CCO. The product is Cc1ccc2c(c1)N(CC(=O)C(C)(C)C)C(=O)C(N)CN2c1ccccc1. Reaction SMILES: [C:1]([CH3:2])([CH3:3])([CH3:4])[C:5](=[O:6])[CH2:7][N:8]1[C:9](=[O:34])[CH:10]([NH:26][C:27]([O:28][C:29]([CH3:30])([CH3:31])[CH3:32])=[O:33])[CH2:11][N:12]([c:20]2[cH:21][cH:22][cH:23][cH:24][cH:25]2)[c:13]2[c:14]1[cH:15][c:16]([CH3:19])[cH:17][cH:18]2.[CH3:35][CH2:36][OH:37]>>[C:1]([CH3:2])([CH3:3])([CH3:4])[C:5](=[O:6])[CH2:7][N:8]1[C:9](=[O:34])[CH:10]([NH2:26])[CH2:11][N:12]([c:20]2[cH:21][cH:22][cH:23][cH:24][cH:25]2)[c:13]2[c:14]1[cH:15][c:16]([CH3:19])[cH:17][cH:18]2.